Dataset: the Open Reaction Database (ORD), a public repository of structured organic reaction records. Task: describe an organic reaction: reactants, conditions, products, and yield Reactants: C(CCC)[Li] (1-butyllithium), BrC1=CSC=C1 (3-bromothiophene), O(CC)CC (1,1'-oxybisethane), C(CCC)N1N=NC2=C1C=CC(=C2)C=O (butyl-1H-benzotriazole-5-carboxaldehyde), ice water. The solvent is CCCCCC (hexane). The product is C(CCC)N1N=NC2=C1C=CC(=C2)C(O)C2=CSC=C2 (1-butyl-α-(3-thienyl)-1H-benzotriazole-5-methanol). The yield is 58.9%. Reaction SMILES: Br[C:2]1[CH:6]=[CH:5][S:4][CH:3]=1.O(CC)CC.C([Li])CCC.[CH2:17]([N:21]1[C:25]2[CH:26]=[CH:27][C:28]([CH:30]=[O:31])=[CH:29][C:24]=2[N:23]=[N:22]1)[CH2:18][CH2:19][CH3:20]>CCCCCC>[CH2:17]([N:21]1[C:25]2[CH:26]=[CH:27][C:28]([CH:30]([C:2]3[CH:6]=[CH:5][S:4][CH:3]=3)[OH:31])=[CH:29][C:24]=2[N:23]=[N:22]1)[CH2:18][CH2:19][CH3:20]. Procedure details: To a stirred and cooled (-78° C.) solution of 7.2 parts of 3-bromothiophene in 70 parts of 1,1'-oxybisethane were added 30 parts of a 1-butyllithium solution 1.6M in hexane. After stirring for 20 minutes at this low temperature, a solution of 6 parts of butyl-1H-benzotriazole-5-carboxaldehyde was added to the previous mixture. The reaction mixture was stirred for 2 hours at -78~-40° C. The whole was poured into 200 parts of ice water and the product was extracted three times with 56 parts of 1,1... Reactants: CN1C(NC(C=2N(C=NC12)CCC(N)=NO)=O)=O (3-(3-methyl-xanthine-7-yl)propionic acid amide oxime), C(C)(=O)OCC (ethyl acetate), [Na] (sodium). The solvent is C(C)O (ethanol). Run at time 5 hour. The product is CN1C(NC(C=2N(C=NC12)CCC1=NOC(=N1)C)=O)=O (3.7-dihydro-3-methyl-7-(2-[5-methyl-1,2,4-oxadiazole-3-yl]-ethane-1-yl)-1H-purine-2,6-dione). As a reaction SMILES: [CH3:1][N:2]1[C:10]2[N:9]=[CH:8][N:7]([CH2:11][CH2:12][C:13](=[N:15][OH:16])[NH2:14])[C:6]=2[C:5](=[O:17])[NH:4][C:3]1=[O:18].[C:19](OCC)(=O)[CH3:20].[Na]>C(O)C>[CH3:1][N:2]1[C:10]2[N:9]=[CH:8][N:7]([CH2:11][CH2:12][C:13]3[N:14]=[C:19]([CH3:20])[O:16][N:15]=3)[C:6]=2[C:5](=[O:17])[NH:4][C:3]1=[O:18] |^1:24|. Procedure: A mixture of 2.52 g of 3-(3-methyl-xanthine-7-yl)propionic acid amide oxime, 4.0 ml of ethyl acetate and a solution of 0.46 g of metallic sodium in 25 ml of ethanol is heated to boiling under stirring for 5 hours. The hot reaction mixture is filtered and the filtrate is evaporated. The residue is treated with 20 ml of water, the pH is adjusted to 7 and the precipitated product is crystallized from water. Thus 1.7 g of 3.7-dihydro-3-methyl-7-(2-[5-methyl-1,2,4-oxadiazole-3-yl]-ethane-1-yl)-1H-pur... Reaction SMILES: [CH3:15][O:16][c:17]1[cH:18][cH:19][cH:20][cH:21][cH:22]1.[CH3:23][S:24](=[O:25])(=[O:26])[OH:27].[CH:1]([CH3:2])([CH3:3])[c:4]1[c:5]([S:10](=[O:11])(=[O:12])[O-:13])[cH:6][cH:7][cH:8][cH:9]1.[Na+:14]>>[CH:1]([CH3:2])([CH3:3])[c:4]1[c:5]([S:10](=[O:12])(=[O:13])[c:20]2[cH:19][cH:18][c:17]([O:16][CH3:15])[cH:22][cH:21]2)[cH:6][cH:7][cH:8][cH:9]1. Yields the product COc1ccc(S(=O)(=O)c2ccccc2C(C)C)cc1. Reactants: COc1ccccc1, CS(=O)(=O)O, CC(C)c1ccccc1S(=O)(=O)[O-], [Na+]. Starting materials: ClC=1C(=NNC1C)C(=O)OCC (ethyl 4-chloro-5-methyl-1H-pyrazole-3-carboxylate), C(CCC)N(C1=NNC(=C1)C)CCCC (N,N-dibutyl-5-methyl-1H-pyrazol-3-amine). The product is C(CCC)N(C1=NNC(=C1Cl)C)CCCC (N,N-Dibutyl-4-chloro-5-methyl-1H-pyrazol-3-amine). Yield: 61.0%. As a reaction SMILES: [Cl:1][C:2]1[C:3]([C:8](OCC)=O)=[N:4][NH:5][C:6]=1C.[CH2:13]([N:17](CCCC)[C:18]1[CH:22]=[C:21]([CH3:23])NN=1)[CH2:14][CH2:15][CH3:16]>>[CH2:13]([N:17]([CH2:18][CH2:22][CH2:21][CH3:23])[C:6]1[C:2]([Cl:1])=[C:3]([CH3:8])[NH:4][N:5]=1)[CH2:14][CH2:15][CH3:16]. Procedure details: Following a procedure analogous to that for the synthesis of Intermediate 1A, N,N-dibutyl-5-methyl-1H-pyrazol-3-amine (419 mg, 2.00 mmol) was converted to the title compound (297 mg, 61%). 1H NMR (CDCl3) δ 3.26-3.17 (m, 4H), 2.19 (s, 3H), 1.57-1.44 (m, 4H), 1.32 (qd, J=15.0, 7.3 Hz, 4H), 0.91 (t, J=7.4 Hz, 6H); MS(ESI+) m/z 243.9 (M+H)+.